From a dataset of the Open Reaction Database (ORD), a public repository of structured organic reaction records. describe an organic reaction: reactants, conditions, products, and yield The reactants are ClC1=CC=C(CC2=CC(C(CC2)(C)C)=O)C=C1 (1-(4-chlorobenzyl)-4,4-dimethylcyclohex-1-en-3-one), ice water, OO (hydrogen peroxide), C(C)O (ethanol), [OH-].[Na+] (sodium hydroxide). The solvent is O (Water). Reaction conditions: temperature 40 celsius, time 8 hour. Product: ClC1=CC=C(CC23C(C(C(CC2)(C)C)=O)O3)C=C1 (1-(4-chlorobenzyl)-1,2-epoxy-4,4-dimethylcyclohexan-3-one). Reaction SMILES: [Cl:1][C:2]1[CH:17]=[CH:16][C:5]([CH2:6][C:7]2[CH2:12][CH2:11][C:10]([CH3:14])([CH3:13])[C:9](=[O:15])[CH:8]=2)=[CH:4][CH:3]=1.C([OH:20])C.[OH-].[Na+].OO>O>[Cl:1][C:2]1[CH:3]=[CH:4][C:5]([CH2:6][C:7]23[O:20][CH:8]2[C:9](=[O:15])[C:10]([CH3:14])([CH3:13])[CH2:11][CH2:12]3)=[CH:16][CH:17]=1 |f:2.3|. Procedure details: 1726 g (6.945 mol) crude 1-(4-chlorobenzyl)-4,4-dimethylcyclohex-1-en-3-one obtained as described in (b) above and ethanol (8630 ml) were charged into a 20 liter reactor and warmed to 40° C. to give a clear pale orange solution. The reaction mixture was then cooled to 18° C. and 20% (w/v) sodium hydroxide (650 ml) was added slowly with cooling (ice/water) to maintain this temperature. Keeping the reaction mixture at a temperature between 11° and 20° C., 30% (w/v) aqueous hydrogen peroxide (794 m... Reactants: N[C@H](C(=O)O)CCCCO ((S)-2-amino-6-hydroxyhexanoic acid), Cl (hydrogen chloride), CO (methanol). Reaction conditions: time 2.5 hour. Yields the product Cl.N[C@H](C(=O)OC)CCCCO ((S)-2-amino-6-hydroxyhexanoic acid, methyl ester, hydrochloride salt). Reaction SMILES: [NH2:1][C@@H:2]([CH2:6][CH2:7][CH2:8][CH2:9][OH:10])[C:3]([OH:5])=[O:4].[ClH:11].[CH3:12]O>>[ClH:11].[NH2:1][C@@H:2]([CH2:6][CH2:7][CH2:8][CH2:9][OH:10])[C:3]([O:5][CH3:12])=[O:4] |f:3.4|. Procedure details: A slurry of (S)-2-amino-6-hydroxyhexanoic acid (2.42 g., 16.4 mmole) in dry methanol (60 ml.) was treated with gaseous hydrogen chloride until the mixture began to reflux. The homogeneous solution was then stirred at room temperature for 2.5 hours. The solvent was stripped and the residue azeotroped three times with toluene to give crude (S)-2-amino-6-hydroxyhexanoic acid, methyl ester, hydrochloride salt as an oil. This oil was dissolved in dimethylformamide (20 ml.) and methylene chloride (50 ... Starting materials: CC=1C=CC=CC1C (o-xylene), ClC1=CC(=CC=C1)Cl (m-dichlorobenzene), [NitriphosCl]PF6, C(CCC)[Mg]Cl (nBuMgCl). Solvent: CCOCC (ether), CCOCC (ether). Product: C(CCC)C=1C=CC=CC1 (3-n-butylbenzene), C(CCC)C1=CC(=CC=C1)CCCC (1,3-di-n-butylbenzene). The yield is 23.0%. As a reaction SMILES: Cl[C:2]1[CH:7]=[CH:6][CH:5]=[C:4](Cl)[CH:3]=1.[CH2:9]([Mg]Cl)[CH2:10][CH2:11][CH3:12].C[C:16]1[CH:17]=[CH:18][CH:19]=[CH:20][C:21]=1[CH3:22]>CCOCC>[CH2:9]([C:4]1[CH:3]=[CH:2][CH:7]=[CH:6][CH:5]=1)[CH2:10][CH2:11][CH3:12].[CH2:9]([C:19]1[CH:18]=[CH:17][CH:16]=[C:21]([CH2:22][CH2:3][CH2:2][CH3:7])[CH:20]=1)[CH2:10][CH2:11][CH3:12]. Procedure details: To 2.00 g (13.60 mmole) of m-dichlorobenzene, 0.050 g (0.065 mmoles) of [NitriphosCl]PF6 in 20 mL of ether at -78° C. was added 7.0 mL (14.0 mmoles) of 2M nBuMgCl in ether. The mixture was refluxed for 2 hrs. Then, 0.841 g of o-xylene was added as an internal standard and GC analysis on Column A (70° C. (0 min), 16°/min to 220° C.) yielded 68% of 1-chloro, 3-n-butylbenzene and 23% of 1,3-di-n-butylbenzene which was confirmed by GC/MS. Reactants: CC(C)c1nc2ccc(OC3CCN(C(=O)OC(C)(C)C)CC3)c([N+](=O)[O-])c2n1Cc1ccc(C#N)c2ccccc12, CCOC(C)=O, O, O, Cl[Sn]Cl, c1ccncc1. The product is CC(C)c1nc2ccc(OC3CCN(C(=O)OC(C)(C)C)CC3)c(N)c2n1Cc1ccc(C#N)c2ccccc12. Reaction SMILES: [C:1](#[N:2])[c:3]1[cH:4][cH:5][c:6]([CH2:13][n:14]2[c:15]([CH:40]([CH3:41])[CH3:42])[n:16][c:17]3[c:18]2[c:19]([N+:37]([O-:38])=[O:39])[c:20]([O:23][CH:24]2[CH2:25][CH2:26][N:27]([C:30](=[O:31])[O:32][C:33]([CH3:34])([CH3:35])[CH3:36])[CH2:28][CH2:29]2)[cH:21][cH:22]3)[c:7]2[cH:8][cH:9][cH:10][cH:11][c:12]12.[CH3:54][CH2:55][O:56][C:57](=[O:58])[CH3:59].[OH2:43].[OH2:44].[Sn:45]([Cl:46])[Cl:47].[cH:48]1[cH:49][cH:50][n:51][cH:52][cH:53]1>>[C:1](#[N:2])[c:3]1[cH:4][cH:5][c:6]([CH2:13][n:14]2[c:15]([CH:40]([CH3:41])[CH3:42])[n:16][c:17]3[c:18]2[c:19]([NH2:37])[c:20]([O:23][CH:24]2[CH2:25][CH2:26][N:27]([C:30](=[O:31])[O:32][C:33]([CH3:34])([CH3:35])[CH3:36])[CH2:28][CH2:29]2)[cH:21][cH:22]3)[c:7]2[cH:8][cH:9][cH:10][cH:11][c:12]12. Reactants: C1(=CC=CC=C1)C(N1C(C2(C3=C(C=CC=C13)F)COC1=CC3=C(OCCO3)C=C12)=O)C1=CC=CC=C1 (1′-(diphenylmethyl)-4′-fluoro-2,3-dihydrospiro[furo[2,3-g][1,4]benzodioxine-8,3′-indol]-2′(1′H)-one), C(C)[SiH](CC)CC (triethylsilane). Solvent: FC(C(=O)O)(F)F (trifluoroacetic acid). Product: FC1=C2C3(C(NC2=CC=C1)=O)COC1=CC2=C(OCCO2)C=C13 (4′-fluoro-2,3-dihydrospiro[furo[2,3-g][1,4]benzodioxine-8,3′-indol]-2′(1′H)-one). The yield is 84.7%. Reaction SMILES: C1(C(C2C=CC=CC=2)[N:8]2[C:16]3[C:11](=[C:12]([F:17])[CH:13]=[CH:14][CH:15]=3)[C:10]3([C:29]4[C:20](=[CH:21][C:22]5[O:27][CH2:26][CH2:25][O:24][C:23]=5[CH:28]=4)[O:19][CH2:18]3)[C:9]2=[O:30])C=CC=CC=1.C([SiH](CC)CC)C>FC(F)(F)C(O)=O>[F:17][C:12]1[CH:13]=[CH:14][CH:15]=[C:16]2[C:11]=1[C:10]1([C:29]3[C:20](=[CH:21][C:22]4[O:27][CH2:26][CH2:25][O:24][C:23]=4[CH:28]=3)[O:19][CH2:18]1)[C:9](=[O:30])[NH:8]2. Reported procedure: A solution of 1′-(diphenylmethyl)-4′-fluoro-2,3-dihydrospiro[furo[2,3-g][1,4]benzodioxine-8,3′-indol]-2′(1′H)-one (1.18 g, 2.45 mmol) and triethylsilane (1.21 g, 9.84 mmol) in trifluoroacetic acid (20 mL) was heated at 65° C. for 16 h. After cooling to ambient temperature, the reaction mixture was concentrated in vacuo. The residue was recrystallized from N,N′-dimethylformamide/water to afford 4′-fluoro-2,3-dihydrospiro[furo[2,3-g][1,4]benzodioxine-8,3′-indol]-2′(1′H)-one (0.65 g, 84%) as a colo... Starting materials: C(=O)(O)[O-].[Na+] (NaHCO3), C(=O)(C(F)(F)F)O (TFA), CN(C)CC=1C=C(C=CC1[Si](C)(C)C)NC(OC(C)(C)C)=O (tert-butyl 3-((dimethylamino)methyl)-4-(trimethylsilyl)phenylcarbamate), CN(C)CC=1C=C(C=CC1[Si](C)(C)C)NC(OC(C)(C)C)=O (tert-butyl 3-((dimethylamino)methyl)-4-(trimethylsilyl)phenylcarbamate). Run in C(Cl)Cl (CH2Cl2). Reaction conditions: time 2 hour. Yields the product CN(C)CC=1C=C(N)C=CC1[Si](C)(C)C (3-((dimethylamino)methyl)-4-(trimethylsilyl)aniline). Reaction SMILES: C(O)(C(F)(F)F)=O.[CH3:8][N:9]([CH2:11][C:12]1[CH:13]=[C:14]([NH:22]C(=O)OC(C)(C)C)[CH:15]=[CH:16][C:17]=1[Si:18]([CH3:21])([CH3:20])[CH3:19])[CH3:10].C([O-])(O)=O.[Na+]>C(Cl)Cl>[CH3:10][N:9]([CH2:11][C:12]1[CH:13]=[C:14]([CH:15]=[CH:16][C:17]=1[Si:18]([CH3:20])([CH3:19])[CH3:21])[NH2:22])[CH3:8] |f:2.3|. Reported procedure: At 0° C., 5 ml TFA was slowly added into a solution of tert-butyl 3-((dimethylamino)methyl)-4-(trimethylsilyl)phenylcarbamate (compound 29) in CH2Cl2. The reaction mixture was stirred at 0° for 2 hours. After adjusted with saturated NaHCO3 solution to pH 8, the reaction mixture was extracted by ethyl acetate. The organic layer was dried and evaporated to give a crude product, which was purified using column chromatography to give the product. (0.9 g, 32%)